This data is from the Open Reaction Database (ORD), a public repository of structured organic reaction records. The task is: describe an organic reaction: reactants, conditions, products, and yield The reactants are ClCCN(C)C (2-chloroethyl-N,N-dimethylamine), C([O-])([O-])=O.[Na+].[Na+] (sodium carbonate), CC(C)(C)[O-].[K+] (potassium tert-butylate), [N+](=O)([O-])C1=CC=C2C=NNC2=C1 (6-nitroindazole). Solvent: C1(=CC=CC=C1)C (toluene), C(C)(=O)OCC (ethyl acetate), O1CCCC1 (tetrahydrofuran). Yields the product CN(CCN1N=CC2=CC=C(C=C12)[N+](=O)[O-])C (1-(2-Dimethylaminoethyl)-6-nitroindazole). RXN SMILES: CC([O-])(C)C.[K+].[N+:7]([C:10]1[CH:18]=[C:17]2[C:13]([CH:14]=[N:15][NH:16]2)=[CH:12][CH:11]=1)([O-:9])=[O:8].Cl[CH2:20][CH2:21][N:22]([CH3:24])[CH3:23].C(=O)([O-])[O-].[Na+].[Na+]>O1CCCC1.C1(C)C=CC=CC=1.C(OCC)(=O)C>[CH3:23][N:22]([CH3:24])[CH2:21][CH2:20][N:16]1[C:17]2[C:13](=[CH:12][CH:11]=[C:10]([N+:7]([O-:9])=[O:8])[CH:18]=2)[CH:14]=[N:15]1 |f:0.1,4.5.6|. Procedure: 0.11 mol of potassium tert-butylate is added to a solution of 0.11 mol (20 g) of 6-nitroindazole in 400 ml of tetrahydrofuran. After total dissolution, a solution of 0.24 mol (27 g) of 2-chloroethyl-N,N-dimethylamine in 300 ml of toluene is added. The reaction medium is heated at reflux for 3 hours. After cooling, 300 ml of a 10% sodium carbonate solution are added. The mixture is diluted with ethyl acetate and decanted, and the aqueous phase is extracted with dichloromethane. After concentratio... Starting materials: F[B-](F)(F)F, C1CCOC1, Cc1cc(C(=O)O)ccc1N1CCOCC1=O, CCN(C(C)C)C(C)C, NC(c1ccccc1)c1nc2cc(Cl)ccc2[nH]1, CN(C)C(On1nnc2ccccc21)=[N+](C)C. The product is Cc1cc(C(=O)NC(c2ccccc2)c2nc3cc(Cl)ccc3[nH]2)ccc1N1CCOCC1=O. RXN SMILES: [B-:36]([F:37])([F:38])([F:39])[F:40].[CH2:67]1[O:68][CH2:69][CH2:70][CH2:71]1.[CH3:1][c:2]1[cH:3][c:4]([C:5](=[O:6])[OH:7])[cH:8][cH:9][c:10]1[N:11]1[C:12](=[O:17])[CH2:13][O:14][CH2:15][CH2:16]1.[CH:58]([N:59]([CH2:60][CH3:61])[CH:62]([CH3:63])[CH3:64])([CH3:65])[CH3:66].[Cl:18][c:19]1[cH:20][c:21]2[c:22]([nH:23][c:24]([CH:26]([c:27]3[cH:28][cH:29][cH:30][cH:31][cH:32]3)[NH2:33])[n:25]2)[cH:34][cH:35]1.[n:41]1([O:42][C:43]([N:44]([CH3:45])[CH3:46])=[N+:47]([CH3:48])[CH3:49])[c:50]2[cH:51][cH:52][cH:53][cH:54][c:55]2[n:56][n:57]1>>[CH3:1][c:2]1[cH:3][c:4]([C:5](=[O:7])[NH:33][CH:26]([c:24]2[nH:23][c:22]3[c:21]([cH:20][c:19]([Cl:18])[cH:35][cH:34]3)[n:25]2)[c:27]2[cH:28][cH:29][cH:30][cH:31][cH:32]2)[cH:8][cH:9][c:10]1[N:11]1[C:12](=[O:17])[CH2:13][O:14][CH2:15][CH2:16]1. The reactants are CO, COC(=O)c1cc(-n2cnnn2)ccc1OC, [Na+], [OH-], O. Yields the product COc1ccc(-n2cnnn2)cc1C(=O)O. Reaction SMILES: [CH3:18][OH:19].[CH3:1][O:2][c:3]1[c:4]([C:5](=[O:6])[O:7][CH3:8])[cH:9][c:10](-[n:13]2[n:14][n:15][n:16][cH:17]2)[cH:11][cH:12]1.[Na+:21].[OH-:20].[OH2:22]>>[CH3:1][O:2][c:3]1[c:4]([C:5](=[O:6])[OH:7])[cH:9][c:10](-[n:13]2[n:14][n:15][n:16][cH:17]2)[cH:11][cH:12]1. The reactants are CC(F)(C(=O)O)C(=O)NC1C(=O)N(CCOCc2ccccc2)c2ccccc2-c2ccccc21, NCCC(F)(F)C(F)(F)F. Yields the product CC(F)(C(=O)NCCC(F)(F)C(F)(F)F)C(=O)NC1C(=O)N(CCOCc2ccccc2)c2ccccc2-c2ccccc21. RXN SMILES: [CH2:1]([c:2]1[cH:3][cH:4][cH:5][cH:6][cH:7]1)[O:8][CH2:9][CH2:10][N:11]1[c:12]2[c:13]([cH:32][cH:33][cH:34][cH:35]2)-[c:14]2[c:15]([cH:28][cH:29][cH:30][cH:31]2)[CH:16]([NH:19][C:20]([C:21]([C:22](=[O:23])[OH:24])([CH3:25])[F:26])=[O:27])[C:17]1=[O:18].[F:36][C:37]([CH2:38][CH2:39][NH2:40])([C:41]([F:42])([F:43])[F:44])[F:45]>>[CH2:1]([c:2]1[cH:3][cH:4][cH:5][cH:6][cH:7]1)[O:8][CH2:9][CH2:10][N:11]1[c:12]2[c:13]([cH:32][cH:33][cH:34][cH:35]2)-[c:14]2[c:15]([cH:28][cH:29][cH:30][cH:31]2)[CH:16]([NH:19][C:20]([C:21]([C:22](=[O:23])[NH:40][CH2:39][CH2:38][C:37]([F:36])([C:41]([F:42])([F:43])[F:44])[F:45])([CH3:25])[F:26])=[O:27])[C:17]1=[O:18]. Yields the product C(CCCCCCC)ON1C(CC(CC1(C)C)NC(=O)C1=NC(=NC(=N1)C(=O)NC1CC(N(C(C1)(C)C)OCCCCCCCC)(C)C)C(=O)NC1CC(N(C(C1)(C)C)OCCCCCCCC)(C)C)(C)C (N,N',N"-Tris(1-octyloxy-2,2,6,6-tetramethylpiperidin-4-yl)-1,3,5-triazine-2,4,6-tricarboxamide). Reported procedure: The title compound is prepared by the reaction of triethyl 1,3,5-triazine-2,4,6-tricarboxylate and 4-amino-1-octyloxy-2,2,6,6-tetramethylpiperidine. Starting materials: N1=C(N=C(N=C1C(=O)OCC)C(=O)OCC)C(=O)OCC (triethyl 1,3,5-triazine-2,4,6-tricarboxylate), NC1CC(N(C(C1)(C)C)OCCCCCCCC)(C)C (4-amino-1-octyloxy-2,2,6,6-tetramethylpiperidine). As a reaction SMILES: [N:1]1[C:6]([C:7]([O:9]CC)=O)=[N:5][C:4]([C:12]([O:14]CC)=O)=[N:3][C:2]=1[C:17]([O:19]CC)=O.[NH2:22][CH:23]1[CH2:28][C:27]([CH3:30])([CH3:29])[N:26]([O:31][CH2:32][CH2:33][CH2:34][CH2:35][CH2:36][CH2:37][CH2:38][CH3:39])[C:25]([CH3:41])([CH3:40])[CH2:24]1>>[CH2:32]([O:31][N:26]1[C:27]([CH3:29])([CH3:30])[CH2:28][CH:23]([NH:22][C:17]([C:2]2[N:1]=[C:6]([C:7]([NH:22][CH:23]3[CH2:28][C:27]([CH3:29])([CH3:30])[N:26]([O:31][CH2:32][CH2:33][CH2:34][CH2:35][CH2:36][CH2:37][CH2:38][CH3:39])[C:25]([CH3:40])([CH3:41])[CH2:24]3)=[O:9])[N:5]=[C:4]([C:12]([NH:22][CH:23]3[CH2:28][C:27]([CH3:29])([CH3:30])[N:26]([O:31][CH2:32][CH2:33][CH2:34][CH2:35][CH2:36][CH2:37][CH2:38][CH3:39])[C:25]([CH3:40])([CH3:41])[CH2:24]3)=[O:14])[N:3]=2)=[O:19])[CH2:24][C:25]1([CH3:40])[CH3:41])[CH2:33][CH2:34][CH2:35][CH2:36][CH2:37][CH2:38][CH3:39]. Reactants: CO (methanol), FC(C(=O)NCCCC#C)(F)F (5-TRIFLUOROACETAMIDO-1-PENTYNE), I[C@@]1([C@H](O)[C@H](O)[C@@H](CO)O1)N1C(=O)NC(=O)C=C1 (Iodouridine). The solvent is ClCCl (dichloromethane). Product: FC(C(=O)NCCCC#CC=1C(NC(N([C@H]2CC[C@@H](CO)O2)C1)=O)=O)(F)F (5-(5-TRIFLUOROACETAMIDO-1-PENTYNYL)2',3'DIDEOXYURIDINE). As a reaction SMILES: [F:1][C:2]([F:12])([F:11])[C:3]([NH:5][CH2:6][CH2:7][CH2:8][C:9]#[CH:10])=[O:4].I[C@@:14]1([N:23]2[CH:30]=[CH:29][C:27](=[O:28])[NH:26][C:24]2=[O:25])[O:22][C@H:19]([CH2:20][OH:21])[C@@H:17](O)[C@H:15]1O.CO>ClCCl>[F:1][C:2]([F:11])([F:12])[C:3]([NH:5][CH2:6][CH2:7][CH2:8][C:9]#[C:10][C:29]1[C:27](=[O:28])[NH:26][C:24](=[O:25])[N:23]([CH:30]=1)[C@@H:14]1[O:22][C@H:19]([CH2:20][OH:21])[CH2:17][CH2:15]1)=[O:4]. Procedure: 5-Trifluroacetamido-1-pentyne (59) was coupled for 4 h to 5-iodo-2',3'-dideoxyuridine (47, prepared as described in Example 2A) according to the general procedure described in EXAMPLE 1C. Chromatography on silica gel (100 g) with a 0-5% methanol in dichloromethane gradient afforded 647.7 mg of alkynylamino nucleoside 58 as a light tan foam. This material was homogeneous by TLC and NMR except for the presence of about 16 mole % of dimethylformamide. Correcting for the presence of dimethylformamid... Reactants: CCOC(=O)CS(=O)(=O)Cl, Cc1ccccc1, COC(=O)Cc1ccccc1N, c1ccncc1. The product is CCOC(=O)CS(=O)(=O)Nc1ccccc1CC(=O)OC. As a reaction SMILES: [CH2:19]([CH3:20])[O:21][C:22](=[O:23])[CH2:24][S:25](=[O:26])(=[O:27])[Cl:28].[CH3:29][c:30]1[cH:31][cH:32][cH:33][cH:34][cH:35]1.[NH2:1][c:2]1[c:3]([CH2:8][C:9](=[O:10])[O:11][CH3:12])[cH:4][cH:5][cH:6][cH:7]1.[cH:13]1[cH:14][cH:15][n:16][cH:17][cH:18]1>>[NH:1]([c:2]1[c:3]([CH2:8][C:9](=[O:10])[O:11][CH3:12])[cH:4][cH:5][cH:6][cH:7]1)[S:25]([CH2:24][C:22]([O:21][CH2:19][CH3:20])=[O:23])(=[O:26])=[O:27]. Reactants: C(C)(=O)OCC (ethyl acetate), C(=O)O (formic acid), C(C)(C)(C)OC(=O)C1(COC(OC1)(C)C)C(=C)OS(=O)(=O)C(F)(F)F (2,2-dimethyl-5-(1-trifluoromethanesulfonyloxy-vinyl)-[1,3]dioxane-5-carboxylic acid tert-butyl ester), C(CCC)N(CCCC)CCCC (tri-n-butylamine). The reagents and catalysts are Cl[Pd]([P](C1=CC=CC=C1)(C2=CC=CC=C2)C3=CC=CC=C3)([P](C4=CC=CC=C4)(C5=CC=CC=C5)C6=CC=CC=C6)Cl (Bis(triphenylphosphine)palladium(II) dichloride). Run in O (water), CN(C=O)C (N,N-dimethylformamide). Conditions: temperature 60 celsius. The product is C(C)(C)(C)OC(=O)C1(COC(OC1)(C)C)C=C (2,2-Dimethyl-5-vinyl-[1,3]dioxane-5-carboxylic acid tert-butyl ester). Yield: 45.0%. Reaction SMILES: [C:1]([O:5][C:6]([C:8]1([C:16](OS(C(F)(F)F)(=O)=O)=[CH2:17])[CH2:13][O:12][C:11]([CH3:15])([CH3:14])[O:10][CH2:9]1)=[O:7])([CH3:4])([CH3:3])[CH3:2].C(N(CCCC)CCCC)CCC.C(O)=O.C(OCC)(=O)C>CN(C)C=O.Cl[Pd](Cl)([P](C1C=CC=CC=1)(C1C=CC=CC=1)C1C=CC=CC=1)[P](C1C=CC=CC=1)(C1C=CC=CC=1)C1C=CC=CC=1.O>[C:1]([O:5][C:6]([C:8]1([CH:16]=[CH2:17])[CH2:13][O:12][C:11]([CH3:15])([CH3:14])[O:10][CH2:9]1)=[O:7])([CH3:4])([CH3:3])[CH3:2] |^1:55,74|. Procedure details: A solution of N,N-diisopropylamine (1.51 g, 2.1 mL, 15 mmol) in anhydrous tetrahydrofuran (30 mL) was stirred at −78° C. under nitrogen. n-Butyl lithium (2.5 M in hexanes, 5.6 mL, 14 mmol) was added dropwise and the reaction mixture was stirred at −78° C. for 30 min. A solution of 5-acetyl-2,2-dimethyl-[1,3]dioxane-5-carboxylic acid tert-butyl ester (2.58 g, 10 mmol) in tetrahydrofuran (5 mL) was added and the reaction mixture was stirred at −78° C. for 15 min. A solution of N-phenyl-(bis-triflu...